From a dataset of the Open Reaction Database (ORD), a public repository of structured organic reaction records. describe an organic reaction: reactants, conditions, products, and yield Starting materials: CS(C)=O, CCOC(C)=O, CCCOc1ccc(F)c2c(=O)c(-c3ccc(OC)cc3)cn(CCS(=O)(=O)CCCO)c12, O=C(O[I+2]([O-])[O-])c1ccccc1, O. Product: CCCOc1ccc(F)c2c(=O)c(-c3ccc(OC)cc3)cn(CCS(=O)(=O)CCC=O)c12. As a reaction SMILES: [CH3:13][S:14](=[O:15])[CH3:16].[CH3:51][CH2:52][O:53][C:54](=[O:55])[CH3:56].[F:17][c:18]1[c:19]2[c:20](=[O:49])[c:21](-[c:41]3[cH:42][cH:43][c:44]([O:47][CH3:48])[cH:45][cH:46]3)[cH:22][n:23]([CH2:32][CH2:33][S:34](=[O:35])(=[O:36])[CH2:37][CH2:38][CH2:39][OH:40])[c:24]2[c:25]([O:28][CH2:29][CH2:30][CH3:31])[cH:26][cH:27]1.[I+2:1]([O:2][C:3](=[O:4])[c:5]1[cH:6][cH:7][cH:8][cH:9][cH:10]1)([O-:11])[O-:12].[OH2:50]>>[F:17][c:18]1[c:19]2[c:20](=[O:49])[c:21](-[c:41]3[cH:42][cH:43][c:44]([O:47][CH3:48])[cH:45][cH:46]3)[cH:22][n:23]([CH2:32][CH2:33][S:34](=[O:35])(=[O:36])[CH2:37][CH2:38][CH:39]=[O:40])[c:24]2[c:25]([O:28][CH2:29][CH2:30][CH3:31])[cH:26][cH:27]1. Product: ClC1=CNC2=CC(=CC=C12)C(=O)N[C@@H](CN(C)CC1CCN(CC1)C(C)C)C1=CC=CC=C1 (3-Chloro-N-{(R)-2-[(1-isopropylpiperidin-4-ylmethyl)-(methyl) amino]-1-phenylethyl}-1H-indole-6-carboxamide). Starting materials: Cl.Cl.C(C)(C)N1CCC(CC1)CN(C[C@H](N)C1=CC=CC=C1)C ((R)-N2-(1-isopropyl-piperidin-4-ylmethyl)-N2-methyl-1-phenylethane-1,2-diamine dihydrochloride), ClC1=CNC2=CC(=CC=C12)C(=O)O (3-chloroindole-6-carboxylic acid). RXN SMILES: Cl.Cl.[CH:3]([N:6]1[CH2:11][CH2:10][CH:9]([CH2:12][N:13]([CH3:23])[CH2:14][C@@H:15]([C:17]2[CH:22]=[CH:21][CH:20]=[CH:19][CH:18]=2)[NH2:16])[CH2:8][CH2:7]1)([CH3:5])[CH3:4].[Cl:24][C:25]1[C:33]2[C:28](=[CH:29][C:30]([C:34](O)=[O:35])=[CH:31][CH:32]=2)[NH:27][CH:26]=1>>[Cl:24][C:25]1[C:33]2[C:28](=[CH:29][C:30]([C:34]([NH:16][C@H:15]([C:17]3[CH:18]=[CH:19][CH:20]=[CH:21][CH:22]=3)[CH2:14][N:13]([CH2:12][CH:9]3[CH2:8][CH2:7][N:6]([CH:3]([CH3:5])[CH3:4])[CH2:11][CH2:10]3)[CH3:23])=[O:35])=[CH:31][CH:32]=2)[NH:27][CH:26]=1 |f:0.1.2|. Procedure: Using coupling method A, crude (R)-N2-(1-isopropyl-piperidin-4-ylmethyl)-N2-methyl-1-phenylethane-1,2-diamine dihydrochloride (500 mg, 1.4 mmol) and 3-chloroindole-6-carboxylic acid (325 mg, 1.7 mmol) afforded, after purification (SiO2: 0 to 30% isopropylamine in 1:1 hexane:EtOAc), 115 mg (18%) of the title compound. Reactants: CCO, Cl, CCOC(=O)C(C)c1ccc(C=C2SCCC2(F)F)cc1, [Li+], [OH-], O, O. Product: CC(C(=O)O)c1ccc(C=C2SCCC2(F)F)cc1. As a reaction SMILES: [CH2:27]([OH:28])[CH3:29].[ClH:25].[F:1][C:2]1([F:21])[C:3](=[CH:7][c:8]2[cH:9][cH:10][c:11]([CH:14]([C:15](=[O:16])[O:17][CH2:18][CH3:19])[CH3:20])[cH:12][cH:13]2)[S:4][CH2:5][CH2:6]1.[Li+:24].[OH-:23].[OH2:22].[OH2:26]>>[F:1][C:2]1([F:21])[C:3](=[CH:7][c:8]2[cH:9][cH:10][c:11]([CH:14]([C:15](=[O:16])[OH:17])[CH3:20])[cH:12][cH:13]2)[S:4][CH2:5][CH2:6]1. Starting materials: Cc1ccc(Oc2ccccc2C(=O)O)cc1, [Cl-], N, ClP(Cl)Cl, c1ccccc1. Yields the product Cc1ccc(Oc2ccccc2C(N)=O)cc1. As a reaction SMILES: [CH3:1][c:2]1[cH:3][cH:4][c:5]([O:6][c:7]2[c:8]([C:9](=[O:10])[OH:11])[cH:12][cH:13][cH:14][cH:15]2)[cH:16][cH:17]1.[Cl-:18].[NH3:23].[P:19]([Cl:20])([Cl:21])[Cl:22].[cH:24]1[cH:25][cH:26][cH:27][cH:28][cH:29]1>>[CH3:1][c:2]1[cH:3][cH:4][c:5]([O:6][c:7]2[c:8]([C:9](=[O:10])[NH2:23])[cH:12][cH:13][cH:14][cH:15]2)[cH:16][cH:17]1. Starting materials: N(=NC(=O)OC(C)(C)C)C(=O)OC(C)(C)C (di-t-butyl azodicarboxylate), Cl (HCl), C1(=C(C(=C(C(=C1F)F)F)N)F)N.Cl.Cl (dihydrochloride), C1(CCCC1)O (Cyclopentanol), C1(=CC=CC=C1)P(C1=CC=CC=C1)C1=CC=CC=C1 (triphenylphosphine). The solvent is O1CCCC1 (tetrahydrofuran), O (Water), O1CCCC1 (tetrahydrofuran). Conditions: temperature 5 celsius, time 5 hour. The product is Cl.Cl.C1(CCCC1)NN (Cyclopentylhydrazine dihydrochloride). As a reaction SMILES: [CH:1]1(O)[CH2:5][CH2:4][CH2:3][CH2:2]1.C1(P(C2C=CC=CC=2)C2C=CC=CC=2)C=CC=CC=1.[N:26](C(OC(C)(C)C)=O)=[N:27]C(OC(C)(C)C)=O.[ClH:42].C1(N)C(F)=C(F)C(F)=C(N)C=1F.Cl.Cl>O1CCCC1.O>[ClH:42].[ClH:42].[CH:1]1([NH:26][NH2:27])[CH2:5][CH2:4][CH2:3][CH2:2]1 |f:4.5.6,9.10.11|. Reported procedure: Cyclopentanol (6.127 kg, 71.1 moles) and triphenylphosphine (18.667 kg, 71.25 moles) were dissolved in tetrahydrofuran (40 gal) in a clean and dry, nitrogen purged 100 gallon tank and the reaction mixture was cooled to 5° C. A solution of di-t-butyl azodicarboxylate (14.9 kg, 64.7 moles) in tetrahydrofuran (36 L) was added over about 2 hours keeping the temperature <6° C. The reaction was allowed to stir for 5 hours as the temperature was allowed to slowly increase to 20-25° C. 6N HCl (26.5 L) w... The reactants are CCCn1cc(CC(NC(=O)OC(C)(C)C)C(=O)O)c2ccccc21, NC1Cc2cccc(N3CCCC3=O)c2N(Cc2ccsc2)C1=O. The product is CCCn1cc(CC(NC(=O)OC(C)(C)C)C(=O)NC2Cc3cccc(N4CCCC4=O)c3N(Cc3ccsc3)C2=O)c2ccccc21. Reaction SMILES: [C:25]([CH3:26])([CH3:27])([CH3:28])[O:29][C:30](=[O:31])[NH:32][CH:33]([C:34](=[O:35])[OH:36])[CH2:37][c:38]1[cH:39][n:40]([CH2:47][CH2:48][CH3:49])[c:41]2[cH:42][cH:43][cH:44][cH:45][c:46]12.[NH2:1][CH:2]1[C:3](=[O:24])[N:4]([CH2:18][c:19]2[cH:20][s:21][cH:22][cH:23]2)[c:5]2[c:6]([N:12]3[C:13](=[O:17])[CH2:14][CH2:15][CH2:16]3)[cH:7][cH:8][cH:9][c:10]2[CH2:11]1>>[NH:1]([CH:2]1[C:3](=[O:24])[N:4]([CH2:18][c:19]2[cH:20][s:21][cH:22][cH:23]2)[c:5]2[c:6]([N:12]3[C:13](=[O:17])[CH2:14][CH2:15][CH2:16]3)[cH:7][cH:8][cH:9][c:10]2[CH2:11]1)[C:34]([CH:33]([NH:32][C:30]([O:29][C:25]([CH3:26])([CH3:27])[CH3:28])=[O:31])[CH2:37][c:38]1[cH:39][n:40]([CH2:47][CH2:48][CH3:49])[c:41]2[cH:42][cH:43][cH:44][cH:45][c:46]12)=[O:35]. The reactants are [OH-].[K+] (KOH), FC1=CC=C(C=C1)C=1OC=C(N1)CO[C@H]1C[C@H](CCC1)OCC1=C(C(=O)OC)C(=CC=C1)C (Methyl cis-2-(3-(2-(4-fluorophenyl)oxazol-4-ylmethoxy)cyclohexyloxymethyl)-6-methylbenzoate), Cl (HCl). The solvent is C(C)(=O)OCC (ethyl acetate), CC(C)(C)O (t-BuOH). Conditions: time 24 hour. The product is FC1=CC=C(C=C1)C=1OC=C(N1)CO[C@H]1C[C@H](CCC1)OCC1=C(C(=O)O)C(=CC=C1)C ((+)-cis-2-(3-(2-(4-Fluorophenyl)oxazol-4-ylmethoxy)cyclohexyloxymethyl)-6-methylbenzoic acid). Reaction SMILES: [F:1][C:2]1[CH:7]=[CH:6][C:5]([C:8]2[O:9][CH:10]=[C:11]([CH2:13][O:14][C@@H:15]3[CH2:20][CH2:19][CH2:18][C@H:17]([O:21][CH2:22][C:23]4[CH:32]=[CH:31][CH:30]=[C:29]([CH3:33])[C:24]=4[C:25]([O:27]C)=[O:26])[CH2:16]3)[N:12]=2)=[CH:4][CH:3]=1.[OH-].[K+].Cl>CC(O)(C)C.C(OCC)(=O)C>[F:1][C:2]1[CH:3]=[CH:4][C:5]([C:8]2[O:9][CH:10]=[C:11]([CH2:13][O:14][C@@H:15]3[CH2:20][CH2:19][CH2:18][C@H:17]([O:21][CH2:22][C:23]4[CH:32]=[CH:31][CH:30]=[C:29]([CH3:33])[C:24]=4[C:25]([OH:27])=[O:26])[CH2:16]3)[N:12]=2)=[CH:6][CH:7]=1 |f:1.2|. Procedure details: 4.2 g (9.2 mmol) of 5b were dissolved in 120 ml of t-BuOH. 50 ml of 50% aq. KOH were added, and the mixture was then boiled at 100° C. for 24 hours. For work-up, the mixture was allowed to cool and then diluted with 100 ml of ethyl acetate. The aqueous phase was made slightly acidic by addition of 2 N aqueous HCl and extracted 2 more times with 100 ml of ethyl acetate. The organic phase was dried over MgSO4, filtered and concentrated, and the residue was purified by flash chromatography (methyle...